From a dataset of the Open Reaction Database (ORD), a public repository of structured organic reaction records. describe an organic reaction: reactants, conditions, products, and yield The reactants are COC=1C=C(C=CC1OC)SC1CC(N1)=O (4-(3,4-dimethoxyphenylthio)azetidin-2-one), [H-].[Na+] (Sodium hydride), brine ice water, C(C)(=O)OCC (ethyl acetate), COC(CBr)=O (methylbromoacetate). The solvent is CN(C)C=O (DMF), CN(C)C=O (DMF). Run at time 30 minute. The product is COC(CN1C(CC1SC1=CC(=C(C=C1)OC)OC)=O)=O (Methyl-(4-(3,4-dimethoxyphenyl)thio-2-oxoazetidin-1-yl)acetate). Isolated yield 25.7%. As a reaction SMILES: [H-].[Na+].[CH3:3][O:4][C:5]1[CH:6]=[C:7]([S:13][CH:14]2[NH:17][C:16](=[O:18])[CH2:15]2)[CH:8]=[CH:9][C:10]=1[O:11][CH3:12].[CH3:19][O:20][C:21](=[O:24])[CH2:22]Br.C(OCC)(=O)C>CN(C=O)C>[CH3:19][O:20][C:21](=[O:24])[CH2:22][N:17]1[CH:14]([S:13][C:7]2[CH:8]=[CH:9][C:10]([O:11][CH3:12])=[C:5]([O:4][CH3:3])[CH:6]=2)[CH2:15][C:16]1=[O:18] |f:0.1|. Procedure: Sodium hydride (0.5 g, 12 mmol) in dry DMF (10 ml) was cooled to -5° C. and a solution of 4-(3,4-dimethoxyphenylthio)azetidin-2-one (3 g, 12 mmol) in dry DMF (20 ml) was added dropwise over 15 mins under a nitrogen atmosphere at -5° C. After 15 mins methylbromoacetate (2 g, 12 mmol) was added in one portion, and the mixture stirred for 30 mins at room temperature. The reaction mixture was carefully poured into brine/ice water and ethyl acetate (100 ml) was added. The organic layer was washed wit...